describe an organic reaction: reactants, conditions, products, and yield From a dataset of the Open Reaction Database (ORD), a public repository of structured organic reaction records. The reactants are Brc1ccc2cc[nH]c2c1, [Li]C(C)(C)C, [H][H], [KH], O=C1CCN2CCCC2C1, C1CCOC1. Product: OC1(c2ccc3cc[nH]c3c2)CCN2CCCC2C1. Reaction SMILES: [Br:2][c:3]1[cH:4][cH:5][c:6]2[cH:7][cH:8][nH:9][c:10]2[cH:11]1.[C:14]([Li:15])([CH3:16])([CH3:17])[CH3:18].[H:12][H:13].[KH:1].[N:19]12[CH2:20][CH2:21][C:22](=[O:28])[CH2:23][CH:24]1[CH2:25][CH2:26][CH2:27]2.[O:29]1[CH2:30][CH2:31][CH2:32][CH2:33]1>>[c:3]1([C:22]2([OH:28])[CH2:21][CH2:20][N:19]3[CH:24]([CH2:23]2)[CH2:25][CH2:26][CH2:27]3)[cH:4][cH:5][c:6]2[cH:7][cH:8][nH:9][c:10]2[cH:11]1.